This data is from the Open Reaction Database (ORD), a public repository of structured organic reaction records. The task is: describe an organic reaction: reactants, conditions, products, and yield The reactants are CCCCCC (n-hexane), C(CC(=O)C)(=O)OCCOC\C(=C\C1=CC=C(C=C1)CC=1C=NC=CC1)\C (2-[(E)-3-[4-(pyridin-3-ylmethyl)phenyl]-2-methylallyloxy]ethyl acetoacetate), N (ammonia). The solvent is CC(C)O (2-propanol), CC(C)O (2-propanol). The product is N\C(=C/C(=O)OCCOC\C(=C\C1=CC=C(C=C1)CC=1C=NC=CC1)\C)\C (2-[(E)-3-[4-(pyridin-3-ylmethyl)phenyl]-2-methylallyloxy]ethyl 3-aminocrotonate). The yield is 80.2%. Reaction SMILES: [C:1]([O:7][CH2:8][CH2:9][O:10][CH2:11]/[C:12](/[CH3:27])=[CH:13]/[C:14]1[CH:19]=[CH:18][C:17]([CH2:20][C:21]2[CH:22]=[N:23][CH:24]=[CH:25][CH:26]=2)=[CH:16][CH:15]=1)(=[O:6])[CH2:2][C:3]([CH3:5])=O.[NH3:28].CCCCCC>CC(O)C>[NH2:28]/[C:3](/[CH3:5])=[CH:2]\[C:1]([O:7][CH2:8][CH2:9][O:10][CH2:11]/[C:12](/[CH3:27])=[CH:13]/[C:14]1[CH:19]=[CH:18][C:17]([CH2:20][C:21]2[CH:22]=[N:23][CH:24]=[CH:25][CH:26]=2)=[CH:16][CH:15]=1)=[O:6]. Reported procedure: In 8 ml of 2-propanol was dissolved 2.0 g of 2-[(E)-3-[4-(pyridin-3-ylmethyl)phenyl]-2-methylallyloxy]ethyl acetoacetate, and ammonia gas was introduced into the resulting solution for 2 hours with ice-cooling. And, the solution was subjected to reaction at room temperature for 15 hours. Subsequently, the solvent was removed by distillation under reduced pressure, and to the residue thus obtained were added 2 ml of 2-propanol and 8 ml of n-hexane, after which the resulting mixture was stirred. T... The reactants are [C-]#N.[Na+] (sodium cyanide), COC1=C(C=CC=C1CCl)SC=1C(=CC=CC1)C (o-tolyl 2-methoxy-3-chloromethylphenyl thioether), [Cl-].[Na+] (sodium chloride). Solvent: CS(=O)C (dimethyl sulfoxide). Reaction conditions: time 15 minute. The product is COC1=C(C=CC=C1SC1=C(C=CC=C1)C)CC#N (2-[2-methoxy-3-(o-tolylthio)phenyl]acetonitrile). Isolated yield 96.0%. Reaction SMILES: [C-:1]#[N:2].[Na+].[CH3:4][O:5][C:6]1[C:11]([CH2:12]Cl)=[CH:10][CH:9]=[CH:8][C:7]=1[S:14][C:15]1[C:16]([CH3:21])=[CH:17][CH:18]=[CH:19][CH:20]=1.[Cl-].[Na+]>CS(C)=O>[CH3:4][O:5][C:6]1[C:7]([S:14][C:15]2[CH:20]=[CH:19][CH:18]=[CH:17][C:16]=2[CH3:21])=[CH:8][CH:9]=[CH:10][C:11]=1[CH2:12][C:1]#[N:2] |f:0.1,3.4|. Procedure: Powdered sodium cyanide (1.5 g) was added all at once to a solution of o-tolyl 2-methoxy-3-chloromethylphenyl thioether (8.3 g) in dimethyl sulfoxide (40 ml), and the mixture was stirred for 15 minutes, poured into saturated aqueous solution of sodium chloride and extracted with diethyl ether. The extract was washed with water, dried and then evaporated under reduced pressure to give oily 2-[2-methoxy-3-(o-tolylthio)phenyl]acetonitrile (7.7 g). Starting materials: NC1=NN(CC1)C1=NC=CC=C1 (3-Amino-1-(2-pyridyl)-2-pyrazoline), C(C)(=O)OC(C)=O (acetic anhydride). Solvent: C(=O)O (formic acid). Product: C(=O)NC1=NN(CC1)C1=NC=CC=C1 (3-formamido-1-(2-pyridyl)-2-pyrazoline). Reaction SMILES: [NH2:1][C:2]1[CH2:6][CH2:5][N:4]([C:7]2[CH:12]=[CH:11][CH:10]=[CH:9][N:8]=2)[N:3]=1.[C:13](OC(=O)C)(=[O:15])C>C(O)=O>[CH:13]([NH:1][C:2]1[CH2:6][CH2:5][N:4]([C:7]2[CH:12]=[CH:11][CH:10]=[CH:9][N:8]=2)[N:3]=1)=[O:15]. Procedure details: 3-Amino-1-(2-pyridyl)-2-pyrazoline (1.5 g) was added to formic acid (22 ml) at 60° in an atmosphere of nitrogen. The mixture was stirred whilst acetic anhydride (2.3 ml) was added dropwise. The mixture was heated at 100° for 1 hour before being evaporated in vacuo to give 3-formamido-1-(2-pyridyl)-2-pyrazoline which was recrystallised from isopropanol, m.p. 182°-183° (yield 1.17 g). As a reaction SMILES: Br[C:2]1[CH:7]=[CH:6][C:5]([S:8]([C:11]2[CH:16]=[CH:15][CH:14]=[CH:13][CH:12]=2)(=[O:10])=[O:9])=[CH:4][C:3]=1[F:17].[Cl:18][C:19]1[CH:20]=[CH:21][C:22]([O:28][CH3:29])=[C:23](B(O)O)[CH:24]=1>>[C:11]1([S:8]([C:5]2[CH:6]=[CH:7][C:2]([C:21]3[CH:20]=[C:19]([Cl:18])[CH:24]=[CH:23][C:22]=3[O:28][CH3:29])=[C:3]([F:17])[CH:4]=2)(=[O:10])=[O:9])[CH:16]=[CH:15][CH:14]=[CH:13][CH:12]=1. Procedure details: The subtitle compound was prepared by the method of example 2 step (ii) using the product of example 5 step (i) and 5-chloro-2-methoxybenzene boronic acid. The product is C1(=CC=CC=C1)S(=O)(=O)C1=CC(=C(C=C1)C1=C(C=CC(=C1)Cl)OC)F (5′-Chloro-2-fluoro-2′-methoxybiphenyl-4-yl phenyl sulfone). The reactants are BrC1=C(C=C(C=C1)S(=O)(=O)C1=CC=CC=C1)F (1-Bromo-2-fluoro-4-(phenylsulfonyl)benzene), ClC=1C=CC(=C(C1)B(O)O)OC (5-chloro-2-methoxybenzene boronic acid). Starting materials: ClCCl, O=C(OO)c1cccc(Cl)c1, c1cc(-c2ccncc2)ccn1. The product is [O-][n+]1ccc(-c2ccncc2)cc1. As a reaction SMILES: [Cl:24][CH2:25][Cl:26].[OH:13][O:14][C:15]([c:16]1[cH:17][c:18]([Cl:19])[cH:20][cH:21][cH:22]1)=[O:23].[n:1]1[cH:2][cH:3][c:4](-[c:7]2[cH:8][cH:9][n:10][cH:11][cH:12]2)[cH:5][cH:6]1>>[n+:1]1([O-:13])[cH:2][cH:3][c:4](-[c:7]2[cH:8][cH:9][n:10][cH:11][cH:12]2)[cH:5][cH:6]1. RXN SMILES: [CH:1]1([C:4]2[CH:5]=[C:6]([C:21]([O:23]CC)=[O:22])[C:7]3[C:12]([CH3:13])=[N:11][N:10]([CH:14]4[CH2:19][CH2:18][N:17]([CH3:20])[CH2:16][CH2:15]4)[C:8]=3[N:9]=2)[CH2:3][CH2:2]1.[OH-].[Na+]>CCO>[CH:1]1([C:4]2[CH:5]=[C:6]([C:21]([OH:23])=[O:22])[C:7]3[C:12]([CH3:13])=[N:11][N:10]([CH:14]4[CH2:19][CH2:18][N:17]([CH3:20])[CH2:16][CH2:15]4)[C:8]=3[N:9]=2)[CH2:2][CH2:3]1 |f:1.2|. The reactants are C1(CC1)C=1C=C(C2=C(N1)N(N=C2C)C2CCN(CC2)C)C(=O)OCC (ethyl 6-cyclopropyl-3-methyl-1-(1-methyl-4-piperidinyl)-1H-pyrazolo[3,4-b]pyridine-4-carboxylate), [OH-].[Na+] (sodium hydroxide). Yields the product C1(CC1)C=1C=C(C2=C(N1)N(N=C2C)C2CCN(CC2)C)C(=O)O (6-Cyclopropyl-3-methyl-1-(1-methyl-4-piperidinyl)-1H-pyrazolo[3,4-b]pyridine-4-carboxylic acid). Reported procedure: To an EtOH solution (10 mL) of ethyl 6-cyclopropyl-3-methyl-1-(1-methyl-4-piperidinyl)-1H-pyrazolo[3,4-b]pyridine-4-carboxylate (620 mg, 1.811 mmol) was added sodium hydroxide (5.43 mL, 5.43 mmol) and the mixture heated at 70° C. for 1 hour. The solvent was removed in vacuo and the residue was dissolved in 20 mL of water. The contents were acidified with acetic acid, and extracted with EtOAc (4×30 mL). The combined organic extracts were washed with water, brine, dried over MgSO4, filtered, and c... Solvent: CCO (EtOH). Reaction conditions: temperature 70 celsius. Reactants: ClC1=NC=C2N(C(C(CN(C2=N1)C(C)C)(CC)CC)=O)C (10-chloro-4,4-diethyl-6-methyl-2-propan-2-yl-2,6,9,11-tetrazabicyclo[5.4.0]undeca-7,9,11-trien-5-one), ClC1=NC=C2N(C(C(CN(C2=N1)C(C)C)(CC)CC)=O)C (10-chloro-4,4-diethyl-6-methyl-2-propan-2-yl-2,6,9,11-tetrazabicyclo[5.4.0]undeca-7,9,11-trien-5-one), O.C1(=CC=C(C=C1)S(=O)(=O)O)C (p-toluene sulphonic acid monohydrate), NC1=C(C=C(C(=O)NC2CCN(CC2)C)C=C1)OC (4-amino-3-methoxy-N-(1-methyl-4-piperidyl)benzamide), CC(CC(C)O)C (4-methyl-2-pentanol). The solvent is CO (methanol). Reaction conditions: temperature 120 celsius. Product: C(C)C1(CN(C2=NC(=NC=C2N(C1=O)C)NC1=C(C=C(C(=O)NC2CCN(CC2)C)C=C1)OC)C(C)C)CC (4-[(4,4-diethyl-6-methyl-5-oxo-2-propan-2-yl-2,6,9,11-tetrazabicyclo[5.4.0]undeca-7,9,11-trien-10-yl)amino]-3-methoxy-N-(1-methyl-4-piperidyl)benzamide). Reaction SMILES: Cl[C:2]1[N:12]=[C:11]2[C:5]([N:6]([CH3:21])[C:7](=[O:20])[C:8]([CH2:18][CH3:19])([CH2:16][CH3:17])[CH2:9][N:10]2[CH:13]([CH3:15])[CH3:14])=[CH:4][N:3]=1.O.C1(C)C=CC(S(O)(=O)=O)=CC=1.[NH2:34][C:35]1[CH:50]=[CH:49][C:38]([C:39]([NH:41][CH:42]2[CH2:47][CH2:46][N:45]([CH3:48])[CH2:44][CH2:43]2)=[O:40])=[CH:37][C:36]=1[O:51][CH3:52].CC(C)CC(O)C>CO>[CH2:16]([C:8]1([CH2:18][CH3:19])[C:7](=[O:20])[N:6]([CH3:21])[C:5]2[C:11](=[N:12][C:2]([NH:34][C:35]3[CH:50]=[CH:49][C:38]([C:39]([NH:41][CH:42]4[CH2:43][CH2:44][N:45]([CH3:48])[CH2:46][CH2:47]4)=[O:40])=[CH:37][C:36]=3[O:51][CH3:52])=[N:3][CH:4]=2)[N:10]([CH:13]([CH3:15])[CH3:14])[CH2:9]1)[CH3:17] |f:1.2|. Reported procedure: 10-chloro-4,4-diethyl-6-methyl-2-propan-2-yl-2,6,9,11-tetrazabicyclo[5.4.0]undeca-7,9,11-trien-5-one (Intermediate 198; 100 mg, 0.322 mmol), p-toluene sulphonic acid monohydrate (153 mg, 0.81 mmol) and 4-amino-3-methoxy-N-(1-methyl-4-piperidyl)benzamide (WO06/018220; 84 mg, 0.322 mmol) were added to 4-methyl-2-pentanol (7 mL). The reaction was heated at 120° C. over the weekend. The reaction mixture was loaded on to an SCX column (10 g), pre-wet with methanol, washed with methanol and eluted wit... Reactants: C([O-])([O-])=O.[K+].[K+] (potassium carbonate), C1(O)=CC=C(O)C=C1 (hydroquinone), ICCCCC=C (6-iodo-1-hexene). The solvent is CN(C)C=O (DMF). Run at temperature 100 celsius, time 10 hour. Product: C(CCCC=C)OC1=CC=C(C=C1)OCCCCC=C (1,4-di(5-hexenyloxy)benzene). The yield is 142.1%. RXN SMILES: [C:1](=[O:4])([O-])[O-].[K+].[K+].[C:7]1([CH:14]=[CH:13][C:11]([OH:12])=[CH:10][CH:9]=1)O.I[CH2:16][CH2:17][CH2:18][CH2:19][CH:20]=[CH2:21]>CN(C=O)C>[CH2:16]([O:12][C:11]1[CH:13]=[CH:14][C:7]([O:4][CH2:1][CH2:13][CH2:14][CH2:7][CH:9]=[CH2:10])=[CH:9][CH:10]=1)[CH2:17][CH2:18][CH2:19][CH:20]=[CH2:21] |f:0.1.2|. Procedure: To a 60 mL DMF suspension of potassium carbonate (3.98 g, 28.8 mmol) were added hydroquinone (1.05 g, 9.54 mmol) and 6-iodo-1-hexene (6.01 g, 28.6 mmol) at room temperature. The reaction mixture was warmed to 100° C. and stirred for 10 h. After cooling to room temperature, the mixture was quenched with 10% aqueous sodium hydroxide (60 mL). The mixture was extracted with diethyl ether (3×50 mL). The combined organic solutions were washed with aqueous saturated sodium chloride, dried over anhydrou...